Task: describe an organic reaction: reactants, conditions, products, and yield. Dataset: the Open Reaction Database (ORD), a public repository of structured organic reaction records The reactants are CC(C)(C)OC(=O)Nc1ccc(O)cc1, COC(=O)c1ccc(Cl)c([N+](=O)[O-])c1, [K+], [K+], O=C([O-])[O-], CN(C)C=O. Product: COC(=O)c1ccc(Oc2ccc(NC(=O)OC(C)(C)C)cc2)c([N+](=O)[O-])c1. Reaction SMILES: [C:15]([CH3:16])([CH3:17])([CH3:18])[O:19][C:20]([NH:21][c:22]1[cH:23][cH:24][c:25]([OH:28])[cH:26][cH:27]1)=[O:29].[CH3:1][O:2][C:3]([c:4]1[cH:5][c:6]([N+:11](=[O:12])[O-:13])[c:7]([Cl:10])[cH:8][cH:9]1)=[O:14].[K+:30].[K+:31].[O-:32][C:33]([O-:34])=[O:35].[O:36]=[CH:37][N:38]([CH3:39])[CH3:40]>>[CH3:1][O:2][C:3]([c:4]1[cH:5][c:6]([N+:11](=[O:12])[O-:13])[c:7]([O:28][c:25]2[cH:24][cH:23][c:22]([NH:21][C:20]([O:19][C:15]([CH3:16])([CH3:17])[CH3:18])=[O:29])[cH:27][cH:26]2)[cH:8][cH:9]1)=[O:14]. Reactants: Cl.N[C@H]1CC[C@H](CC1)NC(=O)C1=C(NC=2C1=NC=CC2C2=C(C=CC(=C2)C)OCC2CC2)C (N-(cis-4-aminocyclohexyl)-7-[2-(cyclopropylmethoxy)-5-methylphenyl]-2-methyl-1H-pyrrolo[3,2-b]pyridine-3-carboxamide hydrochloride), C(CC)(=O)Cl (propionyl chloride). Product: C1(CC1)COC1=C(C=C(C=C1)C)C1=C2C(=NC=C1)C(=C(N2)C)C(=O)N[C@@H]2CC[C@@H](CC2)NC(CC)=O (7-[2-(Cyclopropylmethoxy)-5-methylphenyl]-2-methyl-N-[cis-4-(propanoylamino)cyclohexyl]-1H-pyrrolo[3,2-b]pyridine-3-carboxamide). As a reaction SMILES: Cl.[NH2:2][C@@H:3]1[CH2:8][CH2:7][C@H:6]([NH:9][C:10]([C:12]2[C:16]3=[N:17][CH:18]=[CH:19][C:20]([C:21]4[CH:26]=[C:25]([CH3:27])[CH:24]=[CH:23][C:22]=4[O:28][CH2:29][CH:30]4[CH2:32][CH2:31]4)=[C:15]3[NH:14][C:13]=2[CH3:33])=[O:11])[CH2:5][CH2:4]1.[C:34](Cl)(=[O:37])[CH2:35][CH3:36]>>[CH:30]1([CH2:29][O:28][C:22]2[CH:23]=[CH:24][C:25]([CH3:27])=[CH:26][C:21]=2[C:20]2[CH:19]=[CH:18][N:17]=[C:16]3[C:12]([C:10]([NH:9][C@H:6]4[CH2:7][CH2:8][C@@H:3]([NH:2][C:34](=[O:37])[CH2:35][CH3:36])[CH2:4][CH2:5]4)=[O:11])=[C:13]([CH3:33])[NH:14][C:15]=23)[CH2:31][CH2:32]1 |f:0.1|. Procedure: Starting from N-(cis-4-aminocyclohexyl)-7-[2-(cyclopropylmethoxy)-5-methylphenyl]-2-methyl-1H-pyrrolo[3,2-b]pyridine-3-carboxamide hydrochloride (example D.f20) and commercially available propionyl chloride the title compound is obtained as colorless solid. Starting materials: C1(CC1)C=1OC=2C(N1)=C(C=C(C2)F)C(=O)OC (methyl 2-cyclopropyl-6-fluorobenzoxazole-4-carboxylate), [OH-].[Na+] (NaOH), Cl (HCl). Run in CO (methanol). Conditions: time 2 hour. Product: C1(CC1)C=1OC=2C(N1)=C(C=C(C2)F)C(=O)O (2-cyclopropyl-6-fluorobenzoxazole-4-carboxylic acid). The yield is 96.9%. Reaction SMILES: [CH:1]1([C:4]2[O:5][C:6]3[C:7](=[C:9]([C:14]([O:16]C)=[O:15])[CH:10]=[C:11]([F:13])[CH:12]=3)[N:8]=2)[CH2:3][CH2:2]1.[OH-].[Na+].Cl>CO>[CH:1]1([C:4]2[O:5][C:6]3[C:7](=[C:9]([C:14]([OH:16])=[O:15])[CH:10]=[C:11]([F:13])[CH:12]=3)[N:8]=2)[CH2:2][CH2:3]1 |f:1.2|. Procedure: A mixture of the ester from Step E (115 mg, 0.49 mmol), 2 N NaOH (2.0 mL, 4.0 mmol), and methanol (5 mL) was stirred at room temperature under nitrogen for 2 h. The reaction mixture was acidified with 1 N HCl, extracted with methylene chloride, washed with brine, dried over sodium sulfate, filtered and concentrated to afford 2-cyclopropyl-6-fluorobenzoxazole-4-carboxylic acid (105 mg, 97%) as a white solid: 1H NMR (300 MHz, CDCl3) δ 12.90 (br s, 1H), 7.91 (dd, J=8.1, 2.4 Hz, 1H), 7.58 (dd, J=10.... Reactants: C(C1=CC=CC=C1)(=O)[O-] (benzoate), N1(CCOCC1)CCOC=1C=C(C(=O)OCCN2CCOCC2)C=C(C1)OCCN1CCOCC1 (4-morpholinylethyl 3,5-di-[2-(4-morpholinyl)ethoxy]benzoate), C1(CCCC1)N1N=C(C(=C1N)C(=O)N)CC (1-cyclopentyl-3-ethyl-5-amino-1H-pyrazole-4-carboxamide), O([Na])C (NaOCH3), O([Na])C (NaOCH3). The solvent is C(C)O (ethanol), O (water), C(C)(=O)O (acetic acid). Run at time 48 hour. Product: C1(CCCC1)N1NC(=C2C1=NC(=NC2=O)C2=CC(=CC(=C2)OCCN2CCOCC2)OCCN2CCOCC2)CC (1-cyclopentyl-3-ethyl-6-[3,5-di[2-(4-morpholinyl)ethoxy]phenyl]pyrazolo[3,4-d]pyrimidin-4-one). Yield: 53.8%. Reaction SMILES: [N:1]1([CH2:7][CH2:8][O:9][C:10]2[CH:11]=[C:12]([CH:24]=[C:25]([O:27][CH2:28][CH2:29][N:30]3[CH2:35][CH2:34][O:33][CH2:32][CH2:31]3)[CH:26]=2)[C:13](OCCN2CCOCC2)=O)[CH2:6][CH2:5][O:4][CH2:3][CH2:2]1.[CH:36]1([N:41]2[C:45]([NH2:46])=[C:44]([C:47]([NH2:49])=[O:48])[C:43]([CH2:50][CH3:51])=[N:42]2)[CH2:40][CH2:39][CH2:38][CH2:37]1.O(C)[Na].C([O-])(=O)C1C=CC=CC=1>C(O)(=O)C.O.C(O)C>[CH:36]1([N:41]2[C:45]3=[N:46][C:13]([C:12]4[CH:11]=[C:10]([O:9][CH2:8][CH2:7][N:1]5[CH2:6][CH2:5][O:4][CH2:3][CH2:2]5)[CH:26]=[C:25]([O:27][CH2:28][CH2:29][N:30]5[CH2:35][CH2:34][O:33][CH2:32][CH2:31]5)[CH:24]=4)=[N:49][C:47](=[O:48])[C:44]3=[C:43]([CH2:50][CH3:51])[NH:42]2)[CH2:37][CH2:38][CH2:39][CH2:40]1. Reported procedure: A mixture of 4-morpholinylethyl 3,5-di-[2-(4-morpholinyl)ethoxy]benzoate (2.0 g, 4 mmol), 1-cyclopentyl-3-ethyl-5-amino-1H-pyrazole-4-carboxamide (0.45 g, 2 mmol), NaOCH3 (0.23 g, 4 mmol) and ethanol (50 ml) was refluxed for 96 hours. The reaction was incomplete so an additional equivalent of the benzoate and NaOCH3 were added and the mixture was reluxed for 48 hours. The reaction mixture was stripped to dryness, and the residue was treated with water and acidified with acetic acid. The mixture ... The reactants are Cc1c(C)c2c(c(C)c1N)CC(C)(CN1CCC(OCC=Cc3ccccc3)CC1)O2, C1CCOC1. The product is Cc1c(C)c2c(c(C)c1N)CC(C)(CN1CCC(OCCCc3ccccc3)CC1)O2. RXN SMILES: [CH3:1][C:2]1([CH2:15][N:16]2[CH2:17][CH2:18][CH:19]([O:22][CH2:23][CH:24]=[CH:25][c:26]3[cH:27][cH:28][cH:29][cH:30][cH:31]3)[CH2:20][CH2:21]2)[O:3][c:4]2[c:5]([c:7]([CH3:14])[c:8]([NH2:13])[c:9]([CH3:12])[c:10]2[CH3:11])[CH2:6]1.[O:32]1[CH2:33][CH2:34][CH2:35][CH2:36]1>>[CH3:1][C:2]1([CH2:15][N:16]2[CH2:17][CH2:18][CH:19]([O:22][CH2:23][CH2:24][CH2:25][c:26]3[cH:27][cH:28][cH:29][cH:30][cH:31]3)[CH2:20][CH2:21]2)[O:3][c:4]2[c:5]([c:7]([CH3:14])[c:8]([NH2:13])[c:9]([CH3:12])[c:10]2[CH3:11])[CH2:6]1. Reactants: ferric chloride, cuprous cyanide, BrC1=CC(=C(C=C1)C(CCC1C2=CC=CC=C2OC=2C=CC=CC12)=O)C (1-(4-bromo-2-methylphenyl)-2-(9H-xanthen-9-ylmethyl)ethanone), CN(C=O)C (dimethylformamide), cuprous cyanide. The solvent is Cl (hydrochloric acid), O (water). Reaction conditions: time 24 hour. Yields the product C(#N)C1=CC(=C(C=C1)C(CCC1C2=CC=CC=C2OC=2C=CC=CC12)=O)C (1-(4-cyano-2-methylphenyl)-2-(9H-xanthen-9-ylmethyl)ethanone). RXN SMILES: Br[C:2]1[CH:7]=[CH:6][C:5]([C:8](=[O:25])[CH2:9][CH2:10][CH:11]2[C:24]3[CH:23]=[CH:22][CH:21]=[CH:20][C:19]=3[O:18][C:17]3[C:12]2=[CH:13][CH:14]=[CH:15][CH:16]=3)=[C:4]([CH3:26])[CH:3]=1.[CH3:27][N:28](C)C=O>Cl.O>[C:27]([C:2]1[CH:7]=[CH:6][C:5]([C:8](=[O:25])[CH2:9][CH2:10][CH:11]2[C:12]3[CH:13]=[CH:14][CH:15]=[CH:16][C:17]=3[O:18][C:19]3[C:24]2=[CH:23][CH:22]=[CH:21][CH:20]=3)=[C:4]([CH3:26])[CH:3]=1)#[N:28]. Procedure: A solution of cuprous cyanide (2.7 g, 30.5 mmol) and 1-(4-bromo-2-methylphenyl)-2-(9H-xanthen-9-ylmethyl)ethanone (10 g, 25.4 mmol) in dry dimethylformamide (80 ml) was heated to reflux under an atmosphere of nitrogen. After 24 h, further cuprous cyanide (2 g, 22.3 mmol) was added and reflux continued for another 20 h. The reaction mixture was cooled and a solution of ferric chloride (8.6 g, 52.9 mmol) in aqueous hydrochloric acid (2M, 200 ml) added. The resulting solution was diluted with water...